From a dataset of the Open Reaction Database (ORD), a public repository of structured organic reaction records. describe an organic reaction: reactants, conditions, products, and yield Starting materials: O1C(=CC=C1)B(O)O (2-furanboronic acid), BrC1=CC=C(C=C1)C1=CC(=NN1C1=CC=C(C=C1)S(=O)(=O)C)CO (5-[4-Bromophenyl]-3-hydroxymethyl-[4-(methylsulfonyl)phenyl]-1H-pyrazole). Yields the product O1C(=CC=C1)C1=CC=C(C=C1)C1=CC(=NN1C1=CC=C(C=C1)S(=O)(=O)C)CO (5-[4-(2-Furyl)phenyl]-3-hydroxymethyl-1-[4-(methylsulfonyl)phenyl]-1H-pyrazole). As a reaction SMILES: [O:1]1[CH:5]=[CH:4][CH:3]=[C:2]1B(O)O.Br[C:10]1[CH:15]=[CH:14][C:13]([C:16]2[N:20]([C:21]3[CH:26]=[CH:25][C:24]([S:27]([CH3:30])(=[O:29])=[O:28])=[CH:23][CH:22]=3)[N:19]=[C:18]([CH2:31][OH:32])[CH:17]=2)=[CH:12][CH:11]=1>>[O:1]1[CH:5]=[CH:4][CH:3]=[C:2]1[C:10]1[CH:15]=[CH:14][C:13]([C:16]2[N:20]([C:21]3[CH:26]=[CH:25][C:24]([S:27]([CH3:30])(=[O:28])=[O:29])=[CH:23][CH:22]=3)[N:19]=[C:18]([CH2:31][OH:32])[CH:17]=2)=[CH:12][CH:11]=1. Procedure: The title compound was prepared according to the procedure of Example 1 using 2-furanboronic acid instead of 2-thiophenboronic acid acid and 4-[5-[4-Bromophenyl]-3-hydroxymethyl-[4-(methylsulfonyl)phenyl]-1H-pyrazole instead of 1-[4-(Methylsulfonyl)phenyl]-5-(4-bromophenyl)-3-trifluoromethyl-1H-pyrazole in step 2. Reactants: N1=CC=CC=C1 (Pyridine), [N+](=O)([O-])C1=CC=C(C=C1)CC(=O)O (4-nitrophenylacetic acid), CC(C(=O)Cl)(C)C (trimethylacetylchloride), C1(=CC=CC=C1)C (toluene). The product is CC(C(=O)OC(C(C)(C)C)=O)(C)C (trimethylacetic anhydride). RXN SMILES: N1[CH:6]=[CH:5][CH:4]=CC=1.[N+](C1C=CC(C[C:17]([OH:19])=[O:18])=CC=1)([O-])=O.[CH3:20][C:21]([CH3:26])([CH3:25])[C:22](Cl)=[O:23].[C:27]1(C)C=CC=CC=1>>[CH3:20][C:21]([CH3:26])([CH3:25])[C:22]([O:19][C:17](=[O:18])[C:5]([CH3:4])([CH3:6])[CH3:27])=[O:23]. Procedure: Pyridine (14 g, 0.18 Mol) and 4-nitrophenylacetic acid (32 g, 0.18 Mol) were stirred in toluene (100 ml) whilst trimethylacetylchloride (21 g, 0.18 Mol) was added. The toluene was evaporated to yield 4-nitrophenylacetic trimethylacetic anhydride. 3-Aminophenol (20 g, 0.18 Mol) was stirred in DMF (100 ml) and treated with the mixed anhydride and pyridine (14 g) in dimethylformamide (DMF) dropwise. The solution was diluted with water and the product isolated by filtration and dried (19 g, 39%). Procedure details: A reaction mixture of 18 g (70 mmol) of 1-(3-phenylpropyl)-2-(1,3-dioxolan-2-yl)imidazole and 11.93 g (70 mmol) of benzyl bromide was stirred at room temperature for 8 h. The mixture was triturated with ethyl acetate, decanted and dried to afford 26.1 g (87%) of 3-benzyl-2-(1,3-dioxolan-2-yl)-1-(3-phenylpropyl)imidazolium bromide (Formula VI: A=1-(3-phenylpropyl)imidazole; Y=2-(1,3-dioxolan-2-yl; R1 =R6 =H; Z- =Br-). The yield is 86.8%. Product: [Br-].C(C1=CC=CC=C1)N1C(=[N+](C=C1)CCCC1=CC=CC=C1)C1OCCO1 (3-benzyl-2-(1,3-dioxolan-2-yl)-1-(3-phenylpropyl)imidazolium bromide). As a reaction SMILES: [C:1]1([CH2:7][CH2:8][CH2:9][N:10]2[CH:14]=[CH:13][N:12]=[C:11]2[CH:15]2[O:19][CH2:18][CH2:17][O:16]2)[CH:6]=[CH:5][CH:4]=[CH:3][CH:2]=1.[CH2:20]([Br:27])[C:21]1[CH:26]=[CH:25][CH:24]=[CH:23][CH:22]=1>>[Br-:27].[CH2:20]([N:12]1[CH:13]=[CH:14][N+:10]([CH2:9][CH2:8][CH2:7][C:1]2[CH:6]=[CH:5][CH:4]=[CH:3][CH:2]=2)=[C:11]1[CH:15]1[O:16][CH2:17][CH2:18][O:19]1)[C:21]1[CH:26]=[CH:25][CH:24]=[CH:23][CH:22]=1 |f:2.3|. The reactants are C1(=CC=CC=C1)CCCN1C(=NC=C1)C1OCCO1 (1-(3-phenylpropyl)-2-(1,3-dioxolan-2-yl)imidazole), C(C1=CC=CC=C1)Br (benzyl bromide). Conditions: time 8 hour. The reactants are N#CCBr, COC(=O)c1c(OCC#N)nc(C(F)(F)F)c(C(=O)OC)c1CC(C)C, O=C([O-])[O-], CN(C)C=O, [K+], [K+]. The product is COC(=O)c1c(O)nc(C(F)(F)F)c(C(=O)OC)c1CC(C)C. RXN SMILES: [Br:27][CH2:28][C:29]#[N:30].[C:1]([CH2:2][O:4][c:5]1[n:6][c:7]([C:23]([F:24])([F:25])[F:26])[c:8]([C:19](=[O:20])[O:21][CH3:22])[c:9]([CH2:15][CH:16]([CH3:17])[CH3:18])[c:10]1[C:11](=[O:12])[O:13][CH3:14])#[N:3].[C:31](=[O:32])([O-:33])[O-:34].[CH3:37][N:38]([CH3:39])[CH:40]=[O:41].[K+:35].[K+:36]>>[OH:4][c:5]1[n:6][c:7]([C:23]([F:24])([F:25])[F:26])[c:8]([C:19](=[O:20])[O:21][CH3:22])[c:9]([CH2:15][CH:16]([CH3:17])[CH3:18])[c:10]1[C:11](=[O:12])[O:13][CH3:14].